Dataset: the Open Reaction Database (ORD), a public repository of structured organic reaction records. Task: describe an organic reaction: reactants, conditions, products, and yield Reactants: COC1=NC(=NC(=C1)C(C)[Se]C1=CC=CC=C1)N (4-methoxy-6-[1-(phenylselenyl)ethyl]-2-pyrimidinamine), ClC1=CC(=CC=C1)C(=O)OO (m-chloroperbenzoic acid). Run in C(Cl)Cl (CH2Cl2), CCOCC (ether). Product: C(C)=C1NC(=NC(=C1)OC)N (4-Ethylidene-6-methoxy-2-pyrimidinamine). The yield is 7.8%. RXN SMILES: [CH3:1][O:2][C:3]1[CH:8]=[C:7]([CH:9]([Se]C2C=CC=CC=2)[CH3:10])[N:6]=[C:5]([NH2:18])[N:4]=1.ClC1C=CC=C(C(OO)=O)C=1>C(Cl)Cl.CCOCC>[CH:9](=[C:7]1[CH:8]=[C:3]([O:2][CH3:1])[N:4]=[C:5]([NH2:18])[NH:6]1)[CH3:10]. Procedure: To a stirring solution of 4-methoxy-6-[1-(phenylselenyl)ethyl]-2-pyrimidinamine (14.3 mmol) in 100 ml of CH2Cl2 cooled to -78° C. was added in one portion m-chloroperbenzoic acid (14.3 mmol). The solution was warmed to room temperature, diluted with ether and filtered. A white crystalline solid (0.17 g), m.p. 119°-122° C. was isolated. NMR (200 MHz, CDCl3) δ 3.87 (s, 3H); 5.9 (br s, 2H); 5.5 (d, d, 1H); 6.0 (s, 1H); 6.2-6.6 (m, 2H). Starting materials: C(C)OC(=O)CCCC1=CC2=C(O1)C(=CC=C2)[N+](=O)[O-] (2-(3-ethoxycarbonylpropyl)-7-nitrobenzo[b]furan), [OH-].[Na+] (sodium hydroxide), C(C)O (ethanol), Cl (hydrochloric acid). Solvent: O (water). Conditions: temperature 50 celsius, time 1 hour. The product is C(=O)(O)CCCC1=CC2=C(O1)C(=CC=C2)[N+](=O)[O-] (2-(3-carboxypropyl)-7-nitrobenzo[b]furan). The yield is 83.7%. Reaction SMILES: C([O:3][C:4]([CH2:6][CH2:7][CH2:8][C:9]1[O:13][C:12]2[C:14]([N+:18]([O-:20])=[O:19])=[CH:15][CH:16]=[CH:17][C:11]=2[CH:10]=1)=[O:5])C.[OH-].[Na+].C(O)C.Cl>O>[C:4]([CH2:6][CH2:7][CH2:8][C:9]1[O:13][C:12]2[C:14]([N+:18]([O-:20])=[O:19])=[CH:15][CH:16]=[CH:17][C:11]=2[CH:10]=1)([OH:5])=[O:3] |f:1.2|. Procedure: A solution of 2-(3-ethoxycarbonylpropyl)-7-nitrobenzo[b]furan (1.0 g) in a mixture of aqueous 1N-sodium hydroxide (7.2 ml) and ethanol (5 ml) was stirred at 50° C. for 1 hour. The reaction mixture was diluted with water and acidified with 4N-hydrochloric acid. The separated solid was collected, washed with water and dried to give 2-(3-carboxypropyl)-7-nitrobenzo[b]furan (752 mg). The reactants are BrC=1C=C(N)C=CC1 (3-Bromoaniline), C([O-])([O-])=O.[Na+].[Na+] (sodium carbonate), N1=CC=C(C=C1)B(O)O (4-pyridyl boronic acid). Solvent: COCCOC (1,2-dimethoxyethane), O (water). The product is N1=CC=C(C=C1)C=1C=C(N)C=CC1 (3-(4-Pyridyl) aniline). Isolated yield 93.5%. RXN SMILES: Br[C:2]1[CH:3]=[C:4]([CH:6]=[CH:7][CH:8]=1)[NH2:5].C(=O)([O-])[O-].[Na+].[Na+].[N:15]1[CH:20]=[CH:19][C:18](B(O)O)=[CH:17][CH:16]=1>COCCOC.O>[N:15]1[CH:20]=[CH:19][C:18]([C:2]2[CH:3]=[C:4]([CH:6]=[CH:7][CH:8]=2)[NH2:5])=[CH:17][CH:16]=1 |f:1.2.3|. Procedure: 3-Bromoaniline (0.24 ml, 2.2 mmol) and sodium carbonate (0.70 g, 6.6 mmol) were suspended in a mixture of 1,2-dimethoxyethane (16 ml) and water (4 ml). The reaction mixture was then treated with 4-pyridyl boronic acid (0.27 g, 2.2 mmol), and flushed with Argon. Tetrakis (triphenylphosphine)palladium (0) (0.35 g) was then added and the mixture was heated to reflux under Argon for 24 hours. The reaction mixture was allowed to cool after which it was partitioned between dichloromethane and water. T... Starting materials: N1=CC=CC=C1 (Pyridine), ClC(CC1=CC=C(CO)C=C1)=C (4(2-chloroallyl)benzyl alcohol), BrC(=C[C@@H]1C([C@@H]1C(=O)Cl)(C)C)Br ((IR)cis 3-(2,2-dibromovinyl)2,2-dimethylcyclopropane carbonyl chloride). The solvent is C1=CC=CC=C1 (benzene), C1=CC=CC=C1 (benzene). Reaction conditions: time 16 hour. The product is BrC(=C[C@@H]1C([C@@H]1C(=O)OCC1=CC=C(C=C1)CC(=C)Cl)(C)C)Br (4(2-chloroallyl)benzyl(1R)cis-3(2,2-dibromovinyl)-2,2-dimethylcyclopropane carboxylate). As a reaction SMILES: [Cl:1][C:2](=[CH2:12])[CH2:3][C:4]1[CH:11]=[CH:10][C:7]([CH2:8][OH:9])=[CH:6][CH:5]=1.[Br:13][C:14]([Br:24])=[CH:15][C@H:16]1[C@@H:18]([C:19](Cl)=[O:20])[C:17]1([CH3:23])[CH3:22].N1C=CC=CC=1>C1C=CC=CC=1>[Br:13][C:14]([Br:24])=[CH:15][C@H:16]1[C@@H:18]([C:19]([O:9][CH2:8][C:7]2[CH:10]=[CH:11][C:4]([CH2:3][C:2]([Cl:1])=[CH2:12])=[CH:5][CH:6]=2)=[O:20])[C:17]1([CH3:22])[CH3:23]. Procedure details: The alcohol of Example 2 (0.078 g) in benzene (2 ml) is added to (IR)cis 3-(2,2-dibromovinyl)2,2-dimethylcyclopropane carbonyl chloride (0.135 g) in benzene (3 ml). Pyridine (0.06 ml) is then added and the mixture stirred at 20° for 16 hours. This is chromatographed on florisil and the fraction eluted by 7% ether in petrol evaporated to a residue of 0.19 g (96%) ester, nD20 1.5692. Starting materials: COC1=CC=NC=C1 (4-methoxypyridine), C(C)(C)(C)[Li] (tert-butyllithium), CCCCC (pentane), BrC1=C(C=C(C=C1C)C)C (2-Bromomesitylene), CN(C=O)C (dimethylformamide). Solvent: [Cl-].[Na+].O (brine), C1CCOC1 (THF). Conditions: temperature -78 celsius, time 1 hour. Product: COC1=C(C=NC=C1)C=O (4-methoxy-pyridine-3-carbaldehyde). Reaction SMILES: C([Li])(C)(C)C.CCCCC.BrC1C(C)=CC(C)=CC=1C.[CH3:21][O:22][C:23]1[CH:28]=[CH:27][N:26]=[CH:25][CH:24]=1.CN(C)[CH:31]=[O:32]>C1COCC1.[Cl-].[Na+].O>[CH3:21][O:22][C:23]1[CH:28]=[CH:27][N:26]=[CH:25][C:24]=1[CH:31]=[O:32] |f:6.7.8|. Reported procedure: A flask is charged with 1.7M tert-butyllithium in pentane (47.1 mL, 80.1 mmol) and THF (20 mL), and cooled to −78° C. 2-Bromomesitylene (6.0 mL, 39 mmol) is added dropwise. The mixture is stirred for 1 h, and 4-methoxypyridine (3.0 mL, 30 mmol) is added dropwise. The mixture is warmed to −23° C. and stirred for 3 h. The mixture is cooled again to −78° C. and dimethylformamide (3.5 mL, 45 mmol) is added. After 1 h, brine (50 mL) is added to the mixture at −78° C. and warmed to room temperature. T... Starting materials: OC1=CC=C(C(=O)OCC)C=C1 (ethyl 4-hydroxybenzoate), ICCCC(F)(F)F (1-iodo-4,4,4-trifluorobutane), C(=O)([O-])[O-].[K+].[K+] (K2CO3). Solvent: C(C)C(=O)C (methyl ethyl ketone). Product: FC(CCCOC1=CC=C(C(=O)OCC)C=C1)(F)F (Ethyl 4-(4,4,4-trifluorobutoxy)benzoate). Isolated yield 86.6%. RXN SMILES: [OH:1][C:2]1[CH:12]=[CH:11][C:5]([C:6]([O:8][CH2:9][CH3:10])=[O:7])=[CH:4][CH:3]=1.I[CH2:14][CH2:15][CH2:16][C:17]([F:20])([F:19])[F:18].C([O-])([O-])=O.[K+].[K+]>C(C(C)=O)C>[F:18][C:17]([F:20])([F:19])[CH2:16][CH2:15][CH2:14][O:1][C:2]1[CH:3]=[CH:4][C:5]([C:6]([O:8][CH2:9][CH3:10])=[O:7])=[CH:11][CH:12]=1 |f:2.3.4|. Reported procedure: A mixture of ethyl 4-hydroxybenzoate (0.46 g, 2.80 mmol), 1-iodo-4,4,4-trifluorobutane (0.67 g, 2.80 mmol) and anhydrous K2CO3 (1.16 g, 8.40 mmol) in methyl ethyl ketone (5 ml) was heated under reflux for 4 h under an atmosphere of argon. On cooling to room temperature, the solvent was removed under reduced pressure and the residue was partitioned between water (15 ml) and Et2O (30 ml). The organic layer was separated, and the aqueous phase extracted with Et2O (2×20 ml). The combined organic ext... Reactants: C(C)(=O)[O-].[NH4+] (ammonium acetate), C(C)(C)(C)[N+]#[C-] (t-butylisonitrile), C(C=C)C1CC(CC1=O)CCNC(OC(C)(C)C)=O (tert-butyl 2-(3-allyl-4-oxocyclopentyl)ethylcarbamate), FC(CO)(F)F (2,2,2-trifluoroethanol). Run in C(Cl)Cl (methylene chloride). Reaction conditions: time 3 day. The product is C(C)(=O)N[C@]1(C[C@H](CC1CC=C)CCNC(OC(C)(C)C)=O)C(NC(C)(C)C)=O (tert-butyl 2-((1R,3S)-3-acetamido-4-allyl-3-(tert-butylcarbamoyl)cyclopentyl)ethylcarbamate). Yield: 34.0%. As a reaction SMILES: [CH2:1]([CH:4]1[C:8](=O)[CH2:7][CH:6]([CH2:10][CH2:11][NH:12][C:13](=[O:19])[O:14][C:15]([CH3:18])([CH3:17])[CH3:16])[CH2:5]1)[CH:2]=[CH2:3].[C:20]([O-:23])(=O)[CH3:21].[NH4+:24].[C:25]([N+:29]#[C-])([CH3:28])([CH3:27])[CH3:26].FC(F)(F)[CH2:33][OH:34]>C(Cl)Cl>[C:20]([NH:24][C@:8]1([C:33](=[O:34])[NH:29][C:25]([CH3:28])([CH3:27])[CH3:26])[CH:4]([CH2:1][CH:2]=[CH2:3])[CH2:5][C@H:6]([CH2:10][CH2:11][NH:12][C:13](=[O:19])[O:14][C:15]([CH3:18])([CH3:17])[CH3:16])[CH2:7]1)(=[O:23])[CH3:21] |f:1.2|. Procedure: A stirred solution of tert-butyl 2-(3-allyl-4-oxocyclopentyl)ethylcarbamate, mixture of isomers (0.50 g, 1.87 mmol) in 2,2,2-trifluoroethanol (2 mL) under nitrogen was treated with ammonium acetate (0.62 g, 8 mmol) and t-butylisonitrile (0.68 mL, 6.0 mmol) and stirred at room temperature for 3 days. The mixture was diluted with methylene chloride (20 mL) and added directly to a silica gel column (˜250 cc) and eluted with 1:1 ethyl acetate/heptane, then 2:1 ethyl acetate/heptane to afford tert-bu... Reactants: [Si](C)(C)(C(C)(C)C)OCC1(C(NC2=C(O1)C=CC(=C2)[N+](=O)[O-])=S)CO[Si](C)(C)C(C)(C)C (2,2-Bis(((tert-butyldimethylsilyl)oxy)methyl)-6-nitro-2H-benzo[b][1,4]oxazine-3(4H)-thione), N(N)C(=O)OCC (ethyl hydrazinecarboxylate). The solvent is C(C)O (ethanol). The product is [Si](C)(C)(C(C)(C)C)OCC1(C(=NC2=C(O1)C=CC(=C2)[N+](=O)[O-])NNC(=O)OCC)CO[Si](C)(C)C(C)(C)C (ethyl 2-(2,2-bis(((tert-butyldimethylsilyl)oxy)methyl)-6-nitro-2H-benzo[b][1,4]oxazin-3-yl)hydrazine-1-carboxylate). Isolated yield 76.3%. Reaction SMILES: [Si:1]([O:8][CH2:9][C:10]1([CH2:24][O:25][Si:26]([C:29]([CH3:32])([CH3:31])[CH3:30])([CH3:28])[CH3:27])[O:15][C:14]2[CH:16]=[CH:17][C:18]([N+:20]([O-:22])=[O:21])=[CH:19][C:13]=2[NH:12][C:11]1=S)([C:4]([CH3:7])([CH3:6])[CH3:5])([CH3:3])[CH3:2].[NH:33]([C:35]([O:37][CH2:38][CH3:39])=[O:36])[NH2:34]>C(O)C>[Si:1]([O:8][CH2:9][C:10]1([CH2:24][O:25][Si:26]([C:29]([CH3:32])([CH3:31])[CH3:30])([CH3:28])[CH3:27])[O:15][C:14]2[CH:16]=[CH:17][C:18]([N+:20]([O-:22])=[O:21])=[CH:19][C:13]=2[N:12]=[C:11]1[NH:34][NH:33][C:35]([O:37][CH2:38][CH3:39])=[O:36])([C:4]([CH3:7])([CH3:6])[CH3:5])([CH3:3])[CH3:2]. Reported procedure: 2,2-Bis(((tert-butyldimethylsilyl)oxy)methyl)-6-nitro-2H-benzo[b][1,4]oxazine-3(4H)-thione (4.6 g) and ethyl hydrazinecarboxylate (2.88 g, 3.0 eq.) were suspended in ethanol (50 ml). The reaction mixture was refluxed for three days. The mixture was then evaporated. The residue was purified by Combiflash chromatography (EtOAc in hexanes=0-80%) to give ethyl 2-(2,2-bis(((tert-butyldimethylsilyl)oxy)methyl)-6-nitro-2H-benzo[b][1,4]oxazin-3-yl)hydrazine-1-carboxylate (4 g). Reactants: CCn1nccc1Oc1cc(Sc2ccccn2)cnc1Nc1nc(C2COC3(CCCCC3)O2)ns1, CCO, Cl, O. Yields the product CCn1nccc1Oc1cc(Sc2ccccn2)cnc1Nc1nc(C(O)CO)ns1. RXN SMILES: [CH2:1]([CH3:2])[n:3]1[n:4][cH:5][cH:6][c:7]1[O:8][c:9]1[c:10]([NH:22][c:23]2[n:24][c:25]([CH:28]3[O:29][C:30]4([O:31][CH2:32]3)[CH2:33][CH2:34][CH2:35][CH2:36][CH2:37]4)[n:26][s:27]2)[n:11][cH:12][c:13]([S:15][c:16]2[n:17][cH:18][cH:19][cH:20][cH:21]2)[cH:14]1.[CH3:40][CH2:41][OH:42].[ClH:39].[OH2:38]>>[CH2:1]([CH3:2])[n:3]1[n:4][cH:5][cH:6][c:7]1[O:8][c:9]1[c:10]([NH:22][c:23]2[n:24][c:25]([CH:28]([OH:29])[CH2:32][OH:31])[n:26][s:27]2)[n:11][cH:12][c:13]([S:15][c:16]2[n:17][cH:18][cH:19][cH:20][cH:21]2)[cH:14]1. Reactants: C1(=CC=CC=C1)S(=O)(=O)C=1C(=NN2C1N=C(C=C2N2CCN(CC2)C)Cl)CC (3-benzenesulphonyl-5-chloro-2-ethyl-7-(4-methyl-piperazin-1-yl)-pyrazolo[1,5-a]pyrimidine), [Na] (sodium), C(CO)O (ethylene glycol), ice water. Run at time 1 hour. The product is C1(=CC=CC=C1)S(=O)(=O)C=1C(=NN2C1N=C(C=C2N2CCN(CC2)C)OCCO)CC (2-[3-benzenesulphonyl-2-ethyl-7-(4-methyl-piperazin-1-yl)-pyrazolo[1,5-a]pyrimidin-5-yl-oxy]-ethanol). The yield is 44.0%. RXN SMILES: [Na].[C:2]1([S:8]([C:11]2[C:12]([CH2:28][CH3:29])=[N:13][N:14]3[C:19]([N:20]4[CH2:25][CH2:24][N:23]([CH3:26])[CH2:22][CH2:21]4)=[CH:18][C:17](Cl)=[N:16][C:15]=23)(=[O:10])=[O:9])[CH:7]=[CH:6][CH:5]=[CH:4][CH:3]=1.[CH2:30]([OH:33])[CH2:31][OH:32]>>[C:2]1([S:8]([C:11]2[C:12]([CH2:28][CH3:29])=[N:13][N:14]3[C:19]([N:20]4[CH2:25][CH2:24][N:23]([CH3:26])[CH2:22][CH2:21]4)=[CH:18][C:17]([O:32][CH2:31][CH2:30][OH:33])=[N:16][C:15]=23)(=[O:10])=[O:9])[CH:7]=[CH:6][CH:5]=[CH:4][CH:3]=1 |^1:0|. Reported procedure: 0.274 g (12 mmol) of sodium was added to 40 ml of ethylene glycol and this solution was treated with 0.50 g (1.2 mmol) of 3-benzenesulphonyl-5-chloro-2-ethyl-7-(4-methyl-piperazin-1-yl)-pyrazolo[1,5-a]pyrimidine and subsequently stirred at 80° for 1 hr. After cooling to RT the reaction solution was poured on to 70 ml of ice-water and extracted three times with 50 ml of AcOEt. The combined organic phases were dried (MgSO4), filtered and evaporated. Chromatography (SiO2, CH2Cl2/MeOH 9:1) of the re...